Dataset: the Open Reaction Database (ORD), a public repository of structured organic reaction records. Task: describe an organic reaction: reactants, conditions, products, and yield The reactants are BrBr (bromine), OC1=C(C=C2C(=CC(OC2=C1)=O)C)OC (7-hydroxy-6-methoxy-4-methyl-chromen-2-one), S([O-])(O)=O.[Na+] (sodium bisulphite), powder, ice. Solvent: C(C)(=O)O (acetic acid), C(C)(=O)O (acetic acid). Run at time 10 minute. The product is BrC=1C(OC2=CC(=C(C=C2C1C)OC)O)=O (3-Bromo-7-hydroxy-6-methoxy-4-methyl-chromen-2-one). RXN SMILES: [Br:1]Br.[OH:3][C:4]1[CH:13]=[C:12]2[C:7]([C:8]([CH3:15])=[CH:9][C:10](=[O:14])[O:11]2)=[CH:6][C:5]=1[O:16][CH3:17].S(=O)(O)[O-].[Na+]>C(O)(=O)C>[Br:1][C:9]1[C:10](=[O:14])[O:11][C:12]2[C:7]([C:8]=1[CH3:15])=[CH:6][C:5]([O:16][CH3:17])=[C:4]([OH:3])[CH:13]=2 |f:2.3|. Reported procedure: A bromine (2.55 g, 15.96 mmol) solution in acetic acid (8 mL) was added dropwise to a stirred suspension of 7-hydroxy-6-methoxy-4-methyl-chromen-2-one (3.20 g, 15.5 mmol) in glacial acetic acid (31 mL) at room temperature. The mixture was stirred for 10 min, then poured onto crushed ice (400 mL). To the resultant, light, yellow suspension, 1 mL of saturated sodium bisulphite solution was added and the mixture was allowed to reach room temperature. The precipitated solids were filtered off, washe... Starting materials: C(C)(=O)N=C(OC(C)=O)N1C(SCC1)C1=C(C=CC=C1)OCCN1CCN(CC1)C1=CC(=CC=C1)F (N,O-diacetyl-2-{2-[2-(4-(3-fluorophenyl)piperazin-1-yl)ethyloxy]phenyl}thiazolidine-3-carboximidic acid), Cl (hydrochloric acid). Run in C(C)O (ethanol), O1CCCC1 (tetrahydrofuran), [OH-].[Na+] (sodium hydroxide). Reaction conditions: time 15 minute. Product: C(C)(=O)NC(=O)N1C(SCC1)C1=C(C=CC=C1)OCCN1CCN(CC1)C1=CC(=CC=C1)F (N-acetyl-2-{2-[2-(4-(3-fluorophenyl)piperazin-1-yl)ethyloxy]phenyl}thiazolidine-3-carboxamide). Isolated yield 90.4%. Reaction SMILES: [C:1]([N:4]=[C:5]([N:10]1[CH2:14][CH2:13][S:12][CH:11]1[C:15]1[CH:20]=[CH:19][CH:18]=[CH:17][C:16]=1[O:21][CH2:22][CH2:23][N:24]1[CH2:29][CH2:28][N:27]([C:30]2[CH:35]=[CH:34][CH:33]=[C:32]([F:36])[CH:31]=2)[CH2:26][CH2:25]1)[O:6]C(=O)C)(=[O:3])[CH3:2].Cl>C(O)C.O1CCCC1.[OH-].[Na+]>[C:1]([NH:4][C:5]([N:10]1[CH2:14][CH2:13][S:12][CH:11]1[C:15]1[CH:20]=[CH:19][CH:18]=[CH:17][C:16]=1[O:21][CH2:22][CH2:23][N:24]1[CH2:25][CH2:26][N:27]([C:30]2[CH:35]=[CH:34][CH:33]=[C:32]([F:36])[CH:31]=2)[CH2:28][CH2:29]1)=[O:6])(=[O:3])[CH3:2] |f:4.5|. Reported procedure: 0.59 g of N,O-diacetyl-2-{2-[2-(4-(3-fluorophenyl)piperazin-1-yl)ethyloxy]phenyl}thiazolidine-3-carboximidic acid is dissolved in a mixture of 15 ml of ethanol and 5 ml of tetrahydrofuran, and 1.34 ml of 10% aqueous sodium hydroxide solution is added thereto under ice-cooling. The mixture is stirred for 15 minutes, and the mixture is neutralized with 10% hydrochloric acid. The mixture is concentrated under reduced pressure to remove solvent. The residue is extracted with ethyl acetate, and the e... The product is N1(C=NC=C1)C=1N=C(C2=C(N1)SC=C2C)NCC2=CC(=C(C=C2)OC)OC (2-(imidazol-1-yl)-5-methyl-4-(3,4-dimethoxybenzylamino)-thieno-[2,3-d]-pyrimidine). As a reaction SMILES: [NH:1]1[CH:5]=[CH:4][N:3]=[CH:2]1.Cl[C:7]1[N:8]=[C:9]([NH:17][CH2:18][C:19]2[CH:24]=[CH:23][C:22]([O:25][CH3:26])=[C:21]([O:27][CH3:28])[CH:20]=2)[C:10]2[C:15]([CH3:16])=[CH:14][S:13][C:11]=2[N:12]=1>>[N:1]1([C:7]2[N:8]=[C:9]([NH:17][CH2:18][C:19]3[CH:24]=[CH:23][C:22]([O:25][CH3:26])=[C:21]([O:27][CH3:28])[CH:20]=3)[C:10]3[C:15]([CH3:16])=[CH:14][S:13][C:11]=3[N:12]=2)[CH:5]=[CH:4][N:3]=[CH:2]1. Reactants: N1C=NC=C1 (imidazole), ClC=1N=C(C2=C(N1)SC=C2C)NCC2=CC(=C(C=C2)OC)OC (2-chloro-5-methyl-4-(3,4-dimethoxybenzylamino)-thieno-[2,3-d]-pyrimidine). Procedure details: Following the procedure of Example 97, the reaction of imidazole with 2-chloro-5-methyl-4-(3,4-dimethoxybenzylamino)-thieno-[2,3-d]-pyrimidine gives 2-(imidazol-1-yl)-5-methyl-4-(3,4-dimethoxybenzylamino)-thieno-[2,3-d]-pyrimidine.